Dataset: the Open Reaction Database (ORD), a public repository of structured organic reaction records. Task: describe an organic reaction: reactants, conditions, products, and yield The reactants are C1(=CC=CC=C1)S(=O)(=O)Cl (benzenesulfonyl chloride), FC(C(C(F)(F)F)(O)C1=CC=C(N)C=C1)(F)F (4-(hexafluoro-2-hydroxy-2-propyl)aniline), O (H2O). Solvent: N1=CC=CC=C1 (pyridine). Reaction conditions: temperature 100 celsius. The product is FC(C(C(F)(F)F)(O)C1=CC=C(NS(=O)(=O)C2=CC=CC=C2)C=C1)(F)F (4'-(hexafluoro-2-hydroxy-2-propyl)-benzenesulfonanilide). RXN SMILES: [C:1]1([S:7](Cl)(=[O:9])=[O:8])[CH:6]=[CH:5][CH:4]=[CH:3][CH:2]=1.[F:11][C:12]([F:27])([F:26])[C:13]([C:19]1[CH:25]=[CH:24][C:22]([NH2:23])=[CH:21][CH:20]=1)([OH:18])[C:14]([F:17])([F:16])[F:15].O>N1C=CC=CC=1>[F:11][C:12]([F:26])([F:27])[C:13]([C:19]1[CH:25]=[CH:24][C:22]([NH:23][S:7]([C:1]2[CH:6]=[CH:5][CH:4]=[CH:3][CH:2]=2)(=[O:9])=[O:8])=[CH:21][CH:20]=1)([OH:18])[C:14]([F:15])([F:17])[F:16]. Procedure: Add 4.22 g (24 mmole) of benzenesulfonyl chloride dropwise to 5.18 g (20 mmole) of 4-(hexafluoro-2-hydroxy-2-propyl)aniline in 25 ml of pyridine and heat to 100° C. for 8 hours. Pour the reaction into H2O and extract with Et2O. Wash with 1N HCl and extract with 1H NaOH. Acidify the NaOH and extract with Et2O. Dry, concentrate and recrystallize from Et2O and hexane to obtain 4'-(hexafluoro-2-hydroxy-2-propyl)-benzenesulfonanilide; m.p. 117°-118° C. Starting materials: O1C(CCCC1)N1N=C(C2=CC(=CC=C12)C1=NN(C=N1)C(C1=CC=CC=C1)(C1=CC=CC=C1)C1=CC=CC=C1)C=1C=C(C(=O)OC)C=CC1 (methyl 3-{1-perhydro-2H-pyran-2-yl-5-[1-(triphenylmethyl)(1,2,4-triazol-3-yl)]-1H-indazol-3-yl}benzoate), O.[OH-].[Li+] (lithium hydroxide monohydrate), C[C@H](C1=CC=CC=C1)N ((R)-(+)-α-methylbenzyl amine), O.ON1N=NC2=C1C=CC=C2 (1-hydroxybenzotriazole hydrate), 1-(3-dimethylaminopropyl)-3-ethyl hydrochloride. Solvent: O1CCCC1.O (tetrahydrofuran water), O1CCCC1 (tetrahydrofuran). Conditions: temperature 60 celsius, time 18 hour. The product is C1(=CC=CC=C1)[C@@H](C)NC(=O)C1=CC(=CC=C1)C1=NN(C2=CC=C(C=C12)C1=NN(C=N1)C(C1=CC=CC=C1)(C1=CC=CC=C1)C1=CC=CC=C1)C1OCCCC1 (N-((1R)-1-Phenylethyl)(3-{1-perhydro-2H-pyran-2-yl-5-[1-(triphenylmethyl)(1,2,4-triazol-3-yl)](1H-indazol-3-yl)}phenyl)carboxamide). The yield is 86.4%. RXN SMILES: [O:1]1[CH2:6][CH2:5][CH2:4][CH2:3][CH:2]1[N:7]1[C:15]2[C:10](=[CH:11][C:12]([C:16]3[N:20]=[CH:19][N:18]([C:21]([C:34]4[CH:39]=[CH:38][CH:37]=[CH:36][CH:35]=4)([C:28]4[CH:33]=[CH:32][CH:31]=[CH:30][CH:29]=4)[C:22]4[CH:27]=[CH:26][CH:25]=[CH:24][CH:23]=4)[N:17]=3)=[CH:13][CH:14]=2)[C:9]([C:40]2[CH:41]=[C:42]([CH:47]=[CH:48][CH:49]=2)[C:43]([O:45]C)=O)=[N:8]1.O.[OH-].[Li+].[CH3:53][C@@H:54]([NH2:61])[C:55]1[CH:60]=[CH:59][CH:58]=[CH:57][CH:56]=1.O.ON1C2C=CC=CC=2N=N1>O1CCCC1.O1CCCC1.O>[C:55]1([C@H:54]([NH:61][C:43]([C:42]2[CH:47]=[CH:48][CH:49]=[C:40]([C:9]3[C:10]4[C:15](=[CH:14][CH:13]=[C:12]([C:16]5[N:20]=[CH:19][N:18]([C:21]([C:22]6[CH:23]=[CH:24][CH:25]=[CH:26][CH:27]=6)([C:28]6[CH:33]=[CH:32][CH:31]=[CH:30][CH:29]=6)[C:34]6[CH:39]=[CH:38][CH:37]=[CH:36][CH:35]=6)[N:17]=5)[CH:11]=4)[N:7]([CH:2]4[CH2:3][CH2:4][CH2:5][CH2:6][O:1]4)[N:8]=3)[CH:41]=2)=[O:45])[CH3:53])[CH:60]=[CH:59][CH:58]=[CH:57][CH:56]=1 |f:1.2.3,5.6,8.9|. Reported procedure: To a stirred solution of methyl 3-{1-perhydro-2H-pyran-2-yl-5-[1-(triphenylmethyl)(1,2,4-triazol-3-yl)]-1H-indazol-3-yl}benzoate (0.400 g, 0.619 mmol) in a tetrahydrofuran/water mixture (2.50 mL/1.00 mL) was added lithium hydroxide monohydrate (0.0780 g, 1.86 mmol) and the mixture heated at 60° C. for 21 h. To this mixture was added tetrahydrofuran (2.00 mL), (R)-(+)-α-methylbenzyl amine (0.240 mL, 1.86 mmol), 1-hydroxybenzotriazole hydrate (0.251 g, 1.86 mmol) and 1-(3-dimethylaminopropyl)-3-et... Starting materials: C(=C)OCCN1C(=NC2=C1C=CC=C2)C(=O)N([C@@H]2CN(C[C@@H](C2)C(=O)N2CCOCC2)C(=O)OC(C)(C)C)CC(C)C (tert-butyl(3S, 5R)-3-[({1-[2-(ethenyloxy)ethyl]-1H-benzimidazol-2-yl}carbonyl)(2-methylpropyl)amino]-5-(morpholin-4-ylcarbonyl)piperidine-1-carboxylate), C(C)[Zn]CC.CCCCCC (diethylzinc hexane), ICI (diiodomethane), ClCCl (dichloromethane). The solvent is Cl (hydrochloric acid). Conditions: time 3 hour. Yields the product Cl.Cl.C1(CC1)OCCN1C(=NC2=C1C=CC=C2)C(=O)N([C@@H]2CNC[C@@H](C2)C(=O)N2CCOCC2)CC(C)C (1-[2-(cyclopropyloxy)ethyl]-N-(2-methylpropyl)-N-[(3S, 5R)-5-(morpholin-4-ylcarbonyl)piperidin-3-yl]-1H-benzimidazole-2-carboxamide dihydrochloride). RXN SMILES: C([O:3][CH2:4][CH2:5][N:6]1[C:10]2[CH:11]=[CH:12][CH:13]=[CH:14][C:9]=2[N:8]=[C:7]1[C:15]([N:17]([CH2:39][CH:40]([CH3:42])[CH3:41])[C@H:18]1[CH2:23][C@@H:22]([C:24]([N:26]2[CH2:31][CH2:30][O:29][CH2:28][CH2:27]2)=[O:25])[CH2:21][N:20](C(OC(C)(C)C)=O)[CH2:19]1)=[O:16])=C.C([Zn]CC)C.CCC[CH2:51][CH2:52][CH3:53].ICI.[Cl:57]CCl>Cl>[ClH:57].[ClH:57].[CH:51]1([O:3][CH2:4][CH2:5][N:6]2[C:10]3[CH:11]=[CH:12][CH:13]=[CH:14][C:9]=3[N:8]=[C:7]2[C:15]([N:17]([CH2:39][CH:40]([CH3:41])[CH3:42])[C@H:18]2[CH2:23][C@@H:22]([C:24]([N:26]3[CH2:27][CH2:28][O:29][CH2:30][CH2:31]3)=[O:25])[CH2:21][NH:20][CH2:19]2)=[O:16])[CH2:52][CH2:53]1 |f:1.2,6.7.8|. Procedure: To a solution of tert-butyl(3S, 5R)-3-[({1-[2-(ethenyloxy)ethyl]-1H-benzimidazol-2-yl}carbonyl)(2-methylpropyl)amino]-5-(morpholin-4-ylcarbonyl)piperidine-1-carboxylate (323 mg) and 1M diethylzinc-hexane solution (2.5 ml) in dichloromethane (5 ml) was added dropwise diiodomethane (443 μl) at room temperature over 5 min, and the mixture was stirred at room temperature for 3 hr. The reaction mixture was diluted with 1M hydrochloric acid, and the mixture was extracted with ethyl acetate. The extrac... Starting materials: C(C)OC(=O)C=1C(C2=CC(=CC=C2C1C1=CC=CC=C1)OC)=O (6-Methoxy-1-oxo-3-phenyl-1H-indene-2-carboxylic acid ethyl ester), C1(CCCCC1)[Mg]Cl (cyclohexylmagnesium chloride). The solvent is C1CCOC1 (THF). Run at temperature 0 celsius, time 5 hour. Yields the product C(C)OC(=O)C=1C(C2=CC(=CC=C2C1C1=CC=CC=C1)OC)(O)C1CCCCC1 (1-cyclohexyl-1-hydroxy-6-methoxy-3-phenyl-1H-indene-2-carboxylic Acid Ethyl Ester). Isolated yield 30.2%. As a reaction SMILES: [CH2:1]([O:3][C:4]([C:6]1[C:7](=[O:23])[C:8]2[C:13]([C:14]=1[C:15]1[CH:20]=[CH:19][CH:18]=[CH:17][CH:16]=1)=[CH:12][CH:11]=[C:10]([O:21][CH3:22])[CH:9]=2)=[O:5])[CH3:2].[CH:24]1([Mg]Cl)[CH2:29][CH2:28][CH2:27][CH2:26][CH2:25]1>C1COCC1>[CH2:1]([O:3][C:4]([C:6]1[C:7]([CH:24]2[CH2:29][CH2:28][CH2:27][CH2:26][CH2:25]2)([OH:23])[C:8]2[C:13]([C:14]=1[C:15]1[CH:20]=[CH:19][CH:18]=[CH:17][CH:16]=1)=[CH:12][CH:11]=[C:10]([O:21][CH3:22])[CH:9]=2)=[O:5])[CH3:2]. Reported procedure: 6-Methoxy-1-oxo-3-phenyl-1H-indene-2-carboxylic acid ethyl ester (78 mg, 0.253 mmol) obtained in Example 1 was dissolved in THF, and 18%-cyclohexylmagnesium chloride (0.7 mL, 0.506 mmol) was added thereto, followed by stirring for 5 hrs at 0° C. The resulting mixture washed with saturated saline and extracted with ethyl acetate. The organic layer was separated, dried over anhydrous MgSO4, and concentrated under a reduced pressure. The resulting residue was purified by flash chromatography to obt... Starting materials: COC1=C(C=C(C=C1)B(O)O)C(F)(F)F (4-Methoxy-3-trifluoromethylbenzeneboronic acid), FC=1C=C(C=C(C1NS(=O)(=O)C)F)C(C)NC(=O)C=1N=C(OC1)Cl (2-chloro-oxazole-4-carboxylic acid [1-(3,5-difluoro-4-methanesulfonylaminophenyl)-ethyl]-amide), C(=O)([O-])[O-].[Cs+].[Cs+] (Cs2CO3). Reagents/catalysts: Cl[Pd]([P](C1=CC=CC=C1)(C2=CC=CC=C2)C3=CC=CC=C3)([P](C4=CC=CC=C4)(C5=CC=CC=C5)C6=CC=CC=C6)Cl (Pd(PPh3)2Cl2). The product is FC=1C=C(C=C(C1NS(=O)(=O)C)F)C(C)NC(=O)C=1N=C(OC1)C1=CC(=C(C=C1)OC)C(F)(F)F (2-(4-Methoxy-3-trifluoromethyl-phenyl)-oxazole-4-carboxylic acid [1-(3,5-difluoro-4-methanesulfonylamino-phenyl)-ethyl]-amide). Isolated yield 32.1%. As a reaction SMILES: [CH3:1][O:2][C:3]1[CH:8]=[CH:7][C:6](B(O)O)=[CH:5][C:4]=1[C:12]([F:15])([F:14])[F:13].[F:16][C:17]1[CH:18]=[C:19]([CH:29]([NH:31][C:32]([C:34]2[N:35]=[C:36](Cl)[O:37][CH:38]=2)=[O:33])[CH3:30])[CH:20]=[C:21]([F:28])[C:22]=1[NH:23][S:24]([CH3:27])(=[O:26])=[O:25].C([O-])([O-])=O.[Cs+].[Cs+]>Cl[Pd](Cl)([P](C1C=CC=CC=1)(C1C=CC=CC=1)C1C=CC=CC=1)[P](C1C=CC=CC=1)(C1C=CC=CC=1)C1C=CC=CC=1>[F:28][C:21]1[CH:20]=[C:19]([CH:29]([NH:31][C:32]([C:34]2[N:35]=[C:36]([C:6]3[CH:7]=[CH:8][C:3]([O:2][CH3:1])=[C:4]([C:12]([F:15])([F:14])[F:13])[CH:5]=3)[O:37][CH:38]=2)=[O:33])[CH3:30])[CH:18]=[C:17]([F:16])[C:22]=1[NH:23][S:24]([CH3:27])(=[O:26])=[O:25] |f:2.3.4,^1:48,67|. Procedure details: 4-Methoxy-3-trifluoromethylbenzeneboronic acid (34 mg, 0.16 mmol) and 2-chloro-oxazole-4-carboxylic acid [1-(3,5-difluoro-4-methanesulfonylaminophenyl)-ethyl]-amide (30 mg, 0.078 mmol) was reacted using Pd(PPh3)2Cl2 (7 mg, 0.01 mmol), Cs2CO3 (80 mg, 0.25 mmol) as described above to give the title compound (13 mg, 32%) after purification by flash chromatography on silica gel (% EtOAc in hexane=12%˜100%). Starting materials: ClC=1C=CC(=C(C1)C1=CC(N(C=C1OC)C(C(=O)NC1=CC=C(C(=O)OC(C)(C)C)C=C1)CC(C)C)=O)OC(F)F (tert-butyl 4-[(2-{4-[5-chloro-2-(difluoromethoxy)phenyl]-5-methoxy-2-oxopyridin-1(2H)-yl}-4-methylpentanoyl)amino]benzoate), C(=O)(C(F)(F)F)O (TFA). Product: ClC=1C=CC(=C(C1)C1=CC(N(C=C1OC)C(C(=O)NC1=CC=C(C(=O)O)C=C1)CC(C)C)=O)OC(F)F (4-[(2-{4-[5-Chloro-2-(difluoromethoxy)phenyl]-5-methoxy-2-oxopyridin-1(2H)-yl}-4-methylpentanoyl)amino]benzoic acid). RXN SMILES: [Cl:1][C:2]1[CH:3]=[CH:4][C:5]([O:38][CH:39]([F:41])[F:40])=[C:6]([C:8]2[C:13]([O:14][CH3:15])=[CH:12][N:11]([CH:16]([CH2:33][CH:34]([CH3:36])[CH3:35])[C:17]([NH:19][C:20]3[CH:32]=[CH:31][C:23]([C:24]([O:26]C(C)(C)C)=[O:25])=[CH:22][CH:21]=3)=[O:18])[C:10](=[O:37])[CH:9]=2)[CH:7]=1.C(O)(C(F)(F)F)=O>>[Cl:1][C:2]1[CH:3]=[CH:4][C:5]([O:38][CH:39]([F:41])[F:40])=[C:6]([C:8]2[C:13]([O:14][CH3:15])=[CH:12][N:11]([CH:16]([CH2:33][CH:34]([CH3:36])[CH3:35])[C:17]([NH:19][C:20]3[CH:32]=[CH:31][C:23]([C:24]([OH:26])=[O:25])=[CH:22][CH:21]=3)=[O:18])[C:10](=[O:37])[CH:9]=2)[CH:7]=1. Procedure: 263 mg (purity 88%, 0.39 mmol) of tert-butyl 4-[(2-{4-[5-chloro-2-(difluoromethoxy)phenyl]-5-methoxy-2-oxopyridin-1(2H)-yl}-4-methylpentanoyl)amino]benzoate (racemate) were hydrolysed with TFA according to General Method 2. The crude product was purified by preparative HPLC (Reprosil C18, water/acetonitrile gradient). Yield: 140 mg (67% of theory) Reactants: ClC1=CC=CC2=C(N(N=C12)CCC)C1=CC=C(C=C1)OC (7-chloro-3-(4-methoxyphenyl)-2-propyl-2H-indazole), B(Br)(Br)Br (boron tribromide), C1=CCCCC1 (cyclohexene). The product is ClC1=CC=CC2=C(N(N=C12)CCC)C1=CC=C(C=C1)O (4-[7-chloro-2-propyl-2H-indazol-3-yl]phenol). Yield: 56.8%. Reaction SMILES: [Cl:1][C:2]1[C:10]2[C:6](=[C:7]([C:14]3[CH:19]=[CH:18][C:17]([O:20]C)=[CH:16][CH:15]=3)[N:8]([CH2:11][CH2:12][CH3:13])[N:9]=2)[CH:5]=[CH:4][CH:3]=1.B(Br)(Br)Br.C1CCCCC=1>>[Cl:1][C:2]1[C:10]2[C:6](=[C:7]([C:14]3[CH:15]=[CH:16][C:17]([OH:20])=[CH:18][CH:19]=3)[N:8]([CH2:11][CH2:12][CH3:13])[N:9]=2)[CH:5]=[CH:4][CH:3]=1. Procedure: Prepared according to Method D step C from 7-chloro-3-(4-methoxyphenyl)-2-propyl-2H-indazole (0.013 g, 0.043 mmol), boron tribromide (0.05 mL, 0.5 mmol) and 0.2 mL of cyclohexene to give the product (0.007 g). Reactants: N(=[N+]=[N-])C1=CC=C(C#N)C=C1 (4-azidobenzonitrile), C(C#C)(=O)OCC (ethyl prop-2-ynoate). The solvent is C(C)O (ethanol). The product is C(#N)C1=CC=C(C=C1)N1N=NC=C1C(=O)OCC (ethyl 1-(4-cyanophenyl)-1H-1,2,3-triazole-5-carboxylate). Yield: 7.3%. RXN SMILES: [N:1]([C:4]1[CH:11]=[CH:10][C:7]([C:8]#[N:9])=[CH:6][CH:5]=1)=[N+:2]=[N-:3].[C:12]([O:16][CH2:17][CH3:18])(=[O:15])[C:13]#[CH:14]>C(O)C>[C:8]([C:7]1[CH:6]=[CH:5][C:4]([N:1]2[C:13]([C:12]([O:16][CH2:17][CH3:18])=[O:15])=[CH:14][N:3]=[N:2]2)=[CH:11][CH:10]=1)#[N:9]. Procedure details: A solution of 4-azidobenzonitrile (5.3 g, 36.77 mmol, 1.00 equiv) and ethyl prop-2-ynoate (10.82 g, 110.30 mmol, 3.00 equiv) in ethanol (160 mL) was stirred at room temperature overnight. The reaction mixture was concentrated under vacuum and the residue was purified on a silica gel column eluted with 0-20% of ethyl acetate in petroleum ether to give 650 mg (7%) of ethyl 1-(4-cyanophenyl)-1H-1,2,3-triazole-5-carboxylate as a white solid. 1H NMR (400 MHz, DMSO-d6) δ: 8.54 (s, 1H), 8.11 (d, J=8.0 ... Reactants: COc1ccc(N(Cc2cccnc2)c2ccc(C(=O)O)cc2)c2cc(C(C)=O)oc12, CCN=C=NCCCN(C)C, CN(C)c1ccncc1, ClCCl, NS(=O)(=O)c1ccccc1. Yields the product COc1ccc(N(Cc2cccnc2)c2ccc(C(=O)NS(=O)(=O)c3ccccc3)cc2)c2cc(C(C)=O)oc12. As a reaction SMILES: [C:1]([CH3:2])(=[O:3])[c:4]1[o:5][c:6]2[c:7]([cH:8]1)[c:9]([N:15]([CH2:16][c:17]1[cH:18][n:19][cH:20][cH:21][cH:22]1)[c:23]1[cH:24][cH:25][c:26]([C:29](=[O:30])[OH:31])[cH:27][cH:28]1)[cH:10][cH:11][c:12]2[O:13][CH3:14].[CH3:42][CH2:43][N:44]=[C:45]=[N:46][CH2:47][CH2:48][CH2:49][N:50]([CH3:51])[CH3:52].[CH3:53][N:54]([c:55]1[cH:56][cH:57][n:58][cH:59][cH:60]1)[CH3:61].[Cl:62][CH2:63][Cl:64].[c:32]1([S:38](=[O:39])(=[O:40])[NH2:41])[cH:33][cH:34][cH:35][cH:36][cH:37]1>>[C:1]([CH3:2])(=[O:3])[c:4]1[o:5][c:6]2[c:7]([cH:8]1)[c:9]([N:15]([CH2:16][c:17]1[cH:18][n:19][cH:20][cH:21][cH:22]1)[c:23]1[cH:24][cH:25][c:26]([C:29](=[O:30])[NH:41][S:38]([c:32]3[cH:33][cH:34][cH:35][cH:36][cH:37]3)(=[O:39])=[O:40])[cH:27][cH:28]1)[cH:10][cH:11][c:12]2[O:13][CH3:14]. Starting materials: [Cl-].[NH4+] (ammonium chloride), BrC1=C(C=C(C(=O)O)C=C1)C (4-bromo-3-methylbenzoic acid), OCC1=C(C=C(C=C1)CSC1=CC(=CC=C1)[Sn](CCCC)(CCCC)CCCC)CO ([2-hydroxymethyl-5-(3-tributylstannylphenylsulphanylmethyl)phenyl]methanol), C1(=CC=CC=C1)C (toluene). The reagents and catalysts are C=1C=CC(=CC1)[P](C=2C=CC=CC2)(C=3C=CC=CC3)[Pd]([P](C=4C=CC=CC4)(C=5C=CC=CC5)C=6C=CC=CC6)([P](C=7C=CC=CC7)(C=8C=CC=CC8)C=9C=CC=CC9)[P](C=1C=CC=CC1)(C=1C=CC=CC1)C=1C=CC=CC1 (Pd(PPh3)4). The solvent is COCCOC (DME). Run at time 24 hour. The product is OCC=1C=C(CSC=2C=C(C=CC2)C2=C(C=C(C=C2)C(=O)OC)C)C=CC1CO (Methyl 3′-(3,4-bis-hydroxymethyl-benzylsulphanyl)-2-methylbiphenyl-4-carboxylate). RXN SMILES: [OH:1][CH2:2][C:3]1[CH:8]=[CH:7][C:6]([CH2:9][S:10][C:11]2[CH:16]=[CH:15][CH:14]=[C:13]([Sn](CCCC)(CCCC)CCCC)[CH:12]=2)=[CH:5][C:4]=1[CH2:30][OH:31].Br[C:33]1[CH:41]=[CH:40][C:36]([C:37]([OH:39])=[O:38])=[CH:35][C:34]=1[CH3:42].[Cl-].[NH4+].[C:45]1(C)C=CC=CC=1>COCCOC.C1C=CC([P]([Pd]([P](C2C=CC=CC=2)(C2C=CC=CC=2)C2C=CC=CC=2)([P](C2C=CC=CC=2)(C2C=CC=CC=2)C2C=CC=CC=2)[P](C2C=CC=CC=2)(C2C=CC=CC=2)C2C=CC=CC=2)(C2C=CC=CC=2)C2C=CC=CC=2)=CC=1>[OH:31][CH2:30][C:4]1[CH:5]=[C:6]([CH:7]=[CH:8][C:3]=1[CH2:2][OH:1])[CH2:9][S:10][C:11]1[CH:12]=[C:13]([C:33]2[CH:41]=[CH:40][C:36]([C:37]([O:39][CH3:45])=[O:38])=[CH:35][C:34]=2[CH3:42])[CH:14]=[CH:15][CH:16]=1 |f:2.3,^1:61,63,82,101|. Procedure: 1.67 g (3 mmol) of [2-hydroxymethyl-5-(3-tributylstannylphenylsulphanylmethyl)phenyl]methanol are dissolved in 30 mL of toluene and 5 mL of DME. 970 mg (4.5 mmol) of 4-bromo-3-methylbenzoic acid are added and the mixture is degassed with a stream of argon for 10 minutes. Pd(PPh3)4 (175 mg, 0.15 mmol) is then added and the reaction medium is brought to reflux and stirred for 24 h. The reaction medium is then treated with ammonium chloride solution and then extracted with ethyl acetate. The organi...